Dataset: the Open Reaction Database (ORD), a public repository of structured organic reaction records. Task: describe an organic reaction: reactants, conditions, products, and yield The reactants are S(C)(=O)(=O)[O-] (mesylate), C(C)(=O)[O-].[Na+] (sodium acetate), Cl (HCl), Cl (HCl), C(C1=CC=CC=C1)NN (benzyl hydrazine). Solvent: xylenes. Product: N1N=CC2=CC=CC=C12 (indazole). RXN SMILES: S([O-])(=O)(=O)C.Cl.[CH2:7]([NH:14][NH2:15])[C:8]1[CH:13]=[CH:12][CH:11]=[CH:10][CH:9]=1.C([O-])(=O)C.[Na+]>>[NH:15]1[C:13]2[C:8](=[CH:9][CH:10]=[CH:11][CH:12]=2)[CH:7]=[N:14]1 |f:3.4|. Procedure details: The mesylate (1.0 equivalent) is combined with the HCl salt of the benzyl hydrazine (1.5 equivalent) and sodium acetate (3.0 equivalent) in xylenes (6 vol). The mixture is heated to reflux in a Dean-Stark apparatus until completion. The reaction is cooled to room temperature, poured into 1 N HCl and extracted with toluene. The combined organic extracts are dried over sodium sulfate and concentrated to afford the crude indazole which is purified by flash chromatography. Reactants: OC1=CC=C(C(=O)CCCNC2=C(C=CC(=C2)OC)C2CC=3C=CC(=CC3CC2)OC(C(C)(C)C)=O)C=C1 (pivalic acid 6-{2-[(4-hydroxybenzoyl)propylamino]-4-methoxyphenyl}-5,6,7,8-tetrahydronaphthalen-2-yl ester), C12CN(CC(CC1)CC2)C(CCl)=O (1-(3-azabicyclo[3.2.2]non-3-yl)-2-chloroethanone). Yields the product C12CN(CC(CC1)CC2)CCOC2=CC=C(CCCCNC1=C(C=CC(=C1)OC)C1CC=3C=CC(=CC3CC1)O)C=C2 (6-{2-{{4-[2-(3-Azabicyclo[3.2.2]non-3-yl)ethoxy]benzyl}propylamino}-4-methoxyphenyl}-5,6,7,8-tetrahydronaphthalen-2-ol). Yield: 41.9%. RXN SMILES: [OH:1][C:2]1[CH:38]=[CH:37][C:5]([C:6]([CH2:8][CH2:9][CH2:10][NH:11][C:12]2[CH:17]=[C:16]([O:18][CH3:19])[CH:15]=[CH:14][C:13]=2[CH:20]2[CH2:29][CH2:28][C:27]3[CH:26]=[C:25]([O:30]C(=O)C(C)(C)C)[CH:24]=[CH:23][C:22]=3[CH2:21]2)=O)=[CH:4][CH:3]=1.[CH:39]12[CH2:47][CH2:46][CH:43]([CH2:44][CH2:45]1)[CH2:42][N:41]([C:48](=O)[CH2:49]Cl)[CH2:40]2>>[CH:39]12[CH2:47][CH2:46][CH:43]([CH2:44][CH2:45]1)[CH2:42][N:41]([CH2:48][CH2:49][O:1][C:2]1[CH:3]=[CH:4][C:5]([CH2:6][CH2:8][CH2:9][CH2:10][NH:11][C:12]3[CH:17]=[C:16]([O:18][CH3:19])[CH:15]=[CH:14][C:13]=3[CH:20]3[CH2:29][CH2:28][C:27]4[CH:26]=[C:25]([OH:30])[CH:24]=[CH:23][C:22]=4[CH2:21]3)=[CH:37][CH:38]=1)[CH2:40]2. Reported procedure: Synthesized from pivalic acid 6-{2-[(4-hydroxybenzoyl)propylamino]-4-methoxyphenyl}-5,6,7,8-tetrahydronaphthalen-2-yl ester (21 mg) and 1-(3-azabicyclo[3.2.2]non-3-yl)-2-chloroethanone (17 mg) according to an analogous synthetic method to Example 404 and purified by LC-MS, the title compound (9.7 mg) was obtained. Reactants: CCCCP(CCCC)CCCC, CC(C)(C)OC(=O)NC1CCN(c2ccc(N3CC(CO)OC3=O)cc2F)C1, O=C(N=NC(=O)N1CCCCC1)N1CCCCC1, C1CCOC1, Oc1ccon1. Product: CC(C)(C)OC(=O)NC1CCN(c2ccc(N3CC(COc4ccon4)OC3=O)cc2F)C1. RXN SMILES: [CH2:53]([P:54]([CH2:55][CH2:56][CH2:57][CH3:58])[CH2:59][CH2:60][CH2:61][CH3:62])[CH2:63][CH2:64][CH3:65].[F:1][c:2]1[cH:3][c:4]([N:21]2[C:22](=[O:28])[O:23][CH:24]([CH2:26][OH:27])[CH2:25]2)[cH:5][cH:6][c:7]1[N:8]1[CH2:9][CH:10]([NH:13][C:14](=[O:15])[O:16][C:17]([CH3:18])([CH3:19])[CH3:20])[CH2:11][CH2:12]1.[N:35]([C:36]([N:37]1[CH2:38][CH2:39][CH2:40][CH2:41][CH2:42]1)=[O:43])=[N:44][C:45]([N:46]1[CH2:47][CH2:48][CH2:49][CH2:50][CH2:51]1)=[O:52].[O:66]1[CH2:67][CH2:68][CH2:69][CH2:70]1.[OH:29][c:30]1[n:31][o:32][cH:33][cH:34]1>>[F:1][c:2]1[cH:3][c:4]([N:21]2[C:22](=[O:28])[O:23][CH:24]([CH2:26][O:27][c:30]3[n:31][o:32][cH:33][cH:34]3)[CH2:25]2)[cH:5][cH:6][c:7]1[N:8]1[CH2:9][CH:10]([NH:13][C:14](=[O:15])[O:16][C:17]([CH3:18])([CH3:19])[CH3:20])[CH2:11][CH2:12]1. The reactants are C(C)(=O)OC(C)(C)C(=O)Cl (1-chlorocarbonyl-1-methylethyl acetate), CO (MeOH), FC(C1=CC=C(C=C1)[C@H]1NCCC2=CC=CC=C12)(F)F ((R)-1-(4-(trifluoromethyl)phenyl)-1,2,3,4-tetrahydroisoquinoline), CCN(C(C)C)C(C)C (DIEA), C(C)(=O)OC(C)(C)C(=O)Cl (1-chlorocarbonyl-1-methylethyl acetate). Run in C(Cl)Cl (DCM). Run at time 3 hour. Product: C(C)(=O)OC(C(N1[C@@H](C2=CC=CC=C2CC1)C1=CC=C(C=C1)C(F)(F)F)=O)(C)C ((R)-2-Methyl-1-oxo-1-(1-(4-(trifluoromethyl)phenyl)-3,4-dihydroisoquinolin-2(1H)-yl)propan-2-yl acetate). Reaction SMILES: [F:1][C:2]([F:20])([F:19])[C:3]1[CH:8]=[CH:7][C:6]([C@@H:9]2[C:18]3[C:13](=[CH:14][CH:15]=[CH:16][CH:17]=3)[CH2:12][CH2:11][NH:10]2)=[CH:5][CH:4]=1.CCN(C(C)C)C(C)C.[C:30]([O:33][C:34]([C:37](Cl)=[O:38])([CH3:36])[CH3:35])(=[O:32])[CH3:31].CO>C(Cl)Cl>[C:30]([O:33][C:34]([CH3:36])([CH3:35])[C:37](=[O:38])[N:10]1[CH2:11][CH2:12][C:13]2[C:18](=[CH:17][CH:16]=[CH:15][CH:14]=2)[C@H:9]1[C:6]1[CH:5]=[CH:4][C:3]([C:2]([F:1])([F:19])[F:20])=[CH:8][CH:7]=1)(=[O:32])[CH3:31]. Reported procedure: To a solution of (R)-1-(4-(trifluoromethyl)phenyl)-1,2,3,4-tetrahydroisoquinoline (207 mg, 747 μmol, example 30 (step 1) and DIEA (130 μL, 747 μmol) in DCM (2.5 mL) was added 1-chlorocarbonyl-1-methylethyl acetate (119 μL, 821 μmol). The mixture was stirred at RT for 3 h. Then, 1-chlorocarbonyl-1-methylethyl acetate (50 μL) was added and the mixture was stirred at RT for 16 h. MeOH (1 mL) was added and the mixture was filtered. The filtrate was purified by preparative HPLC (0%-100% MeCN 0.1% TFA... The reactants are N1N=CN=C1 (1,2,4-triazole), ClC=1N=C(C2=C(N1)SC(=C2)C(F)(F)F)NCC2=CC(=C(C=C2)OC)OC (2-chloro-6-trifluoromethyl-4-(3,4-dimethoxybenzylamino)-thieno-[2,3-d]-pyrimidine). Product: N1(N=CN=C1)C=1N=C(C2=C(N1)SC(=C2)C(F)(F)F)NCC2=CC(=C(C=C2)OC)OC (2-(1,2,4-triazol-1-yl)-6-trifluoromethyl-4-(3,4-dimethoxybenzylamino)-thieno-[2,3-d]-pyrimidine). RXN SMILES: [NH:1]1[CH:5]=[N:4][CH:3]=[N:2]1.Cl[C:7]1[N:8]=[C:9]([NH:20][CH2:21][C:22]2[CH:27]=[CH:26][C:25]([O:28][CH3:29])=[C:24]([O:30][CH3:31])[CH:23]=2)[C:10]2[CH:15]=[C:14]([C:16]([F:19])([F:18])[F:17])[S:13][C:11]=2[N:12]=1>>[N:1]1([C:7]2[N:8]=[C:9]([NH:20][CH2:21][C:22]3[CH:27]=[CH:26][C:25]([O:28][CH3:29])=[C:24]([O:30][CH3:31])[CH:23]=3)[C:10]3[CH:15]=[C:14]([C:16]([F:17])([F:18])[F:19])[S:13][C:11]=3[N:12]=2)[CH:5]=[N:4][CH:3]=[N:2]1. Reported procedure: Following the procedure of Example 97, the reaction of 1,2,4-triazole with yields 2-chloro-6-trifluoromethyl-4-(3,4-dimethoxybenzylamino)-thieno-[2,3-d]-pyrimidine gives 2-(1,2,4-triazol-1-yl)-6-trifluoromethyl-4-(3,4-dimethoxybenzylamino)-thieno-[2,3-d]-pyrimidine. The reactants are solid, Cl.Cl.O1C=C(C=C2C1=CC=C2)C2N(CCCC2)CC[C@@H]2CC[C@H](CC2)N (trans-4-[2-(4-benzofuran-3-yl-piperidin-1-yl)-ethyl]-cyclohexylamine dihydrochloride), Cl.Cl.O1C=C(C=C2C1=CC=C2)C2N(CCCC2)CC[C@@H]2CC[C@H](CC2)N (trans-4-[2-(4-benzofuran-3-yl-piperidin-1-yl)-ethyl]-cyclohexylamine dihydrochloride), C(C\C=C\C)(=O)O ((E)-pent-3-enoic acid). Product: O1C=C(C=C2C1=CC=C2)C2N(CCCC2)CC[C@@H]2CC[C@H](CC2)NC(C\C=C\C)=O ((E)-Pent-3-enoic acid trans-{4-[2-(4-benzofuran-3-yl-piperidin-1-yl)-ethyl]-cyclohexyl}-amide). RXN SMILES: Cl.Cl.[O:3]1[C:8]2=[CH:9][CH:10]=[CH:11][C:7]2=[CH:6][C:5]([CH:12]2[CH2:17][CH2:16][CH2:15][CH2:14][N:13]2[CH2:18][CH2:19][C@H:20]2[CH2:25][CH2:24][C@H:23]([NH2:26])[CH2:22][CH2:21]2)=[CH:4]1.[C:27](O)(=[O:32])[CH2:28]/[CH:29]=[CH:30]/[CH3:31]>>[O:3]1[C:8]2=[CH:9][CH:10]=[CH:11][C:7]2=[CH:6][C:5]([CH:12]2[CH2:17][CH2:16][CH2:15][CH2:14][N:13]2[CH2:18][CH2:19][C@H:20]2[CH2:21][CH2:22][C@H:23]([NH:26][C:27](=[O:32])[CH2:28]/[CH:29]=[CH:30]/[CH3:31])[CH2:24][CH2:25]2)=[CH:4]1 |f:0.1.2|. Reported procedure: The title compound, white solid (71 mg, 70%), MS (ISP) m/z=409.4 [(M+H)+], mp 165° C., was prepared in accordance with the general method of example 1 from trans-4-[2-(4-benzofuran-3-yl-piperidin-1-yl)-ethyl]-cyclohexylamine dihydrochloride (intermediate A) (100 mg, 0.25 mmol) and (E)-pent-3-enoic acid. The reactants are COCCOCC1=C(C(=O)O)C=CC(=N1)C(F)(F)F (2-methoxyethoxymethyl-6-trifluoromethylnicotinic acid), CCN(C(C)C)C(C)C (Hünig's base), solution, BrC1=CC(C2CCC1C2)=O (4-bromobicyclo[3.2.1]oct-3-en-2-one), COCCOCC1=C(C(=O)O)C=CC(=N1)C(F)(F)F (2-methoxyethoxymethyl-6-trifluoromethylnicotinic acid), CCN(C(C)C)C(C)C (Hünig's base). Reagents/catalysts: [Cl-].[Cl-].[Zn+2] (ZnCl2), [Cl-].[Cl-].[Zn+2] (ZnCl2). Run in ClC1=CC=CC=C1 (chlorobenzene). Yields the product COCCOCC1=NC(=CC=C1C(=O)OC1=CC(C2CCC1C2)=O)C(F)(F)F (4-(2-methoxyethoxymethyl-6-trifluoromethyl-pyridin-3-ylcarbonyloxy)-bicyclo[3.2.1]oct-3-en-2-one). RXN SMILES: Br[C:2]1[CH:8]2[CH2:9][CH:5]([CH2:6][CH2:7]2)[C:4](=[O:10])[CH:3]=1.[CH3:11][O:12][CH2:13][CH2:14][O:15][CH2:16][C:17]1[N:25]=[C:24]([C:26]([F:29])([F:28])[F:27])[CH:23]=[CH:22][C:18]=1[C:19]([OH:21])=[O:20].CCN(C(C)C)C(C)C>ClC1C=CC=CC=1.[Cl-].[Cl-].[Zn+2]>[CH3:11][O:12][CH2:13][CH2:14][O:15][CH2:16][C:17]1[C:18]([C:19]([O:21][C:2]2[CH:8]3[CH2:9][CH:5]([CH2:6][CH2:7]3)[C:4](=[O:10])[CH:3]=2)=[O:20])=[CH:22][CH:23]=[C:24]([C:26]([F:29])([F:27])[F:28])[N:25]=1 |f:4.5.6|. Reported procedure: A mixture of 27 g of a 6.2% solution of 4-bromobicyclo[3.2.1]oct-3-en-2-one in chlorobenzene, 110 mg of ZnCl2, 2.34 g of 2-methoxyethoxymethyl-6-trifluoromethylnicotinic acid and 1.2 g of Hünig's base is stirred at room temperature under a nitrogen atmosphere until a dark-brown solution is formed. With stirring, the reaction mixture is then maintained under moderate reflux for 19 hours in an oil bath. The mixture is then divided into 2 portions. To one portion there are added a further 1.12 g of... Reactants: CC1=C(C(=C(C=C1)C#CCO)C(C1=CC=CC=C1)=O)C (dimethylhydroxymethyl-2-benzoylphenylacetylene), [OH-].[Na+] (NaOH). Run in C1(=CC=CC=C1)C (toluene), C1(=CC=CC=C1)C (Toluene). Reaction conditions: temperature 120 celsius. Yields the product C(#C)C1=C(C(=O)C2=CC=CC=C2)C=CC=C1 (2-ethynylbenzophenone). Yield: 83.3%. As a reaction SMILES: C[C:2]1[CH:7]=[CH:6][C:5]([C:8]#[C:9]CO)=[C:4]([C:12](=[O:19])[C:13]2[CH:18]=[CH:17][CH:16]=[CH:15][CH:14]=2)[C:3]=1C.[OH-].[Na+]>C1(C)C=CC=CC=1>[C:8]([C:5]1[CH:6]=[CH:7][CH:2]=[CH:3][C:4]=1[C:12]([C:13]1[CH:14]=[CH:15][CH:16]=[CH:17][CH:18]=1)=[O:19])#[CH:9] |f:1.2|. Reported procedure: In a 100 ml two-necked flask having a reflux condenser were charged 2.6 g (9.9 mmol) of dimethylhydroxymethyl-2-benzoylphenylacetylene and 416 mg (10.4 mmol) of NaOH (Kishida Chemical Co., Ltd.; 0.7 mm particles, 98%) and air in the flask was replaced by Ar gas. 50 ml of toluene was added to the mixture and the mixture was heated at 120° C. under reflux for 0.25 hour. Toluene was added to the reaction mixture, and the mixture was washed with a saturated aqueous ammonium chloride solution and dri... Reactants: CCOC(=O)c1cnn(-c2cc(N(C)C(=O)OC(C)(C)C)ncn2)c1N, C1COCCO1, Cl, [Li+], [OH-], O. Yields the product CN(C(=O)OC(C)(C)C)c1cc(-n2ncc(C(=O)O)c2N)ncn1. RXN SMILES: [CH2:1]([CH3:2])[O:3][C:4](=[O:5])[c:6]1[cH:7][n:8][n:9](-[c:12]2[n:13][cH:14][n:15][c:16]([N:18]([CH3:19])[C:20](=[O:21])[O:22][C:23]([CH3:24])([CH3:25])[CH3:26])[cH:17]2)[c:10]1[NH2:11].[CH2:30]1[O:31][CH2:32][CH2:33][O:34][CH2:35]1.[ClH:29].[Li+:27].[OH-:28].[OH2:36]>>[O:3]=[C:4]([OH:5])[c:6]1[cH:7][n:8][n:9](-[c:12]2[n:13][cH:14][n:15][c:16]([N:18]([CH3:19])[C:20](=[O:21])[O:22][C:23]([CH3:24])([CH3:25])[CH3:26])[cH:17]2)[c:10]1[NH2:11]. The reactants are CC(CN1C(NC(C1)=O)C(C)C)C.OC(CC(=O)[O-])C (2-methylpropyl 2-(1-methylethyl)-4-oxoimidazolidine β-hydroxybutanoate), C(C1=CC=CC=C1)(=O)O (benzoic acid), O (water). Solvent: C(CCCC)O (n-pentanol). Yields the product OC1CC(N(C1)CC(=O)N)=O (4-Hydroxy-2-oxo-1-pyrrolidineacetamide). Yield: 62.1%. Reaction SMILES: CC(C)C[N:4]1[CH2:8][C:7](=[O:9])[NH:6]C1C(C)C.[OH:14][CH:15]([CH3:20])[CH2:16][C:17]([O-:19])=O.C(O)(=O)C1C=CC=CC=1.O>C(O)CCCC>[OH:14][CH:15]1[CH2:20][N:4]([CH2:8][C:7]([NH2:6])=[O:9])[C:17](=[O:19])[CH2:16]1 |f:0.1|. Procedure: A solution of 2-methylpropyl 2-(1-methylethyl)-4-oxoimidazolidine-β-hydroxybutanoate (15 g, 52.4 mmol), benzoic acid (6.4 g, 52.4 mmol) and water (3.75 ml, 208 mmol) in n-pentanol (90 ml) was refluxed under nitrogen for 6 hr. After cooling the mixture was extracted twice with water (35 ml). The aqueous extracts were evaporated to dryness and the residue was crystallized from methanol to give 5.15 g (62.1%) of the title compound, m.p. 167°-70° C.